This data is from the Open Reaction Database (ORD), a public repository of structured organic reaction records. The task is: describe an organic reaction: reactants, conditions, products, and yield The reactants are C1CCOC1, Cc1c(-c2ccc(C(N)=O)c3[nH]c4cc(NCC5COC(C)(C)O5)ccc4c23)cccc1N1Cc2ccccc2C1=O, Cl, [Na+], [OH-]. Product: Cc1c(-c2ccc(C(N)=O)c3[nH]c4cc(NCC(O)CO)ccc4c23)cccc1N1Cc2ccccc2C1=O. As a reaction SMILES: [CH2:46]1[O:47][CH2:48][CH2:49][CH2:50]1.[CH3:1][C:2]1([CH3:42])[O:3][CH2:4][CH:5]([CH2:7][NH:8][c:9]2[cH:10][cH:11][c:12]3[c:13]4[c:14](-[c:25]5[c:26]([CH3:41])[c:27]([N:31]6[C:32](=[O:40])[c:33]7[cH:34][cH:35][cH:36][cH:37][c:38]7[CH2:39]6)[cH:28][cH:29][cH:30]5)[cH:15][cH:16][c:17]([C:22](=[O:23])[NH2:24])[c:18]4[nH:19][c:20]3[cH:21]2)[O:6]1.[ClH:43].[Na+:45].[OH-:44]>>[OH:3][CH2:4][CH:5]([OH:6])[CH2:7][NH:8][c:9]1[cH:10][cH:11][c:12]2[c:13]3[c:14](-[c:25]4[c:26]([CH3:41])[c:27]([N:31]5[C:32](=[O:40])[c:33]6[cH:34][cH:35][cH:36][cH:37][c:38]6[CH2:39]5)[cH:28][cH:29][cH:30]4)[cH:15][cH:16][c:17]([C:22](=[O:23])[NH2:24])[c:18]3[nH:19][c:20]2[cH:21]1. Reactants: [Li+].[Cl-] (LiCl), CC1(CC=C(CC1)B1OC(C(O1)(C)C)(C)C)C (4,4-dimethyl-cyclohex-1-enyl-4,4,5,5-tetramethyl-[1,3,2]dioxaborolane), C(=O)([O-])[O-].[Na+].[Na+] (Na2CO3), BrC1=C(C=CC(=C1)CN1CCN(CC1)CCO[Si](C)(C)C(C)(C)C)N (2-bromo-4-{4-[2-(tert-butyl-dimethyl-silanyloxy)-ethyl]-piperazin-1-ylmethyl}-phenylamine). Reagents/catalysts: C=1C=CC(=CC1)[P](C=2C=CC=CC2)(C=3C=CC=CC3)[Pd]([P](C=4C=CC=CC4)(C=5C=CC=CC5)C=6C=CC=CC6)([P](C=7C=CC=CC7)(C=8C=CC=CC8)C=9C=CC=CC9)[P](C=1C=CC=CC1)(C=1C=CC=CC1)C=1C=CC=CC1 (Pd(PPh3)4). The solvent is COCCOC (DME). Run at temperature 80 celsius. The product is C(C)(C)(C)[Si](OCCN1CCN(CC1)CC1=CC(=C(C=C1)N)C1=CCC(CC1)(C)C)(C)C (4-{4-[2-(tert-Butyl-dimethyl-silanyloxy)-ethyl]-piperazin-1-ylmethyl}-2-(4,4-dimethyl-cyclohex-1-enyl)-phenylamine). Isolated yield 72.0%. RXN SMILES: Br[C:2]1[CH:7]=[C:6]([CH2:8][N:9]2[CH2:14][CH2:13][N:12]([CH2:15][CH2:16][O:17][Si:18]([C:21]([CH3:24])([CH3:23])[CH3:22])([CH3:20])[CH3:19])[CH2:11][CH2:10]2)[CH:5]=[CH:4][C:3]=1[NH2:25].[Li+].[Cl-].[CH3:28][C:29]1([CH3:44])[CH2:34][CH2:33][C:32](B2OC(C)(C)C(C)(C)O2)=[CH:31][CH2:30]1.C([O-])([O-])=O.[Na+].[Na+]>COCCOC.C1C=CC([P]([Pd]([P](C2C=CC=CC=2)(C2C=CC=CC=2)C2C=CC=CC=2)([P](C2C=CC=CC=2)(C2C=CC=CC=2)C2C=CC=CC=2)[P](C2C=CC=CC=2)(C2C=CC=CC=2)C2C=CC=CC=2)(C2C=CC=CC=2)C2C=CC=CC=2)=CC=1>[C:21]([Si:18]([CH3:20])([CH3:19])[O:17][CH2:16][CH2:15][N:12]1[CH2:13][CH2:14][N:9]([CH2:8][C:6]2[CH:5]=[CH:4][C:3]([NH2:25])=[C:2]([C:32]3[CH2:33][CH2:34][C:29]([CH3:44])([CH3:28])[CH2:30][CH:31]=3)[CH:7]=2)[CH2:10][CH2:11]1)([CH3:24])([CH3:23])[CH3:22] |f:1.2,4.5.6,^1:60,62,81,100|. Procedure details: A solution of 2-bromo-4-{4-[2-(tert-butyl-dimethyl-silanyloxy)-ethyl]-piperazin-1-ylmethyl}-phenylamine (as prepared in the previous step, 305 mg, 0.712 mmol) in DME (15 mL) was treated with LiCl (36.2 mg, 0.854 mmol), 4,4-dimethyl-cyclohex-1-enyl-4,4,5,5-tetramethyl-[1,3,2]dioxaborolane (202 mg, 8.54 mmol), and aqueous Na2CO3 (2.85 mL, 5.69 mmol, 2.0 M). The mixture was degassed via sonication, placed under Ar, treated with Pd(PPh3)4 (82.2 mg, 0.0712 mmol), and heated to 80° C. for 21 h. The mi... The product is N1=C(C=CC=C1)C=1C(=C2N(N1)CCC2)C2=CC=NC1=CC(=CC=C21)OCC(=O)O ([4-(2-Pyridin-2-yl-5,6-dihydro-4H-pyrrolo[1,2-b]pyrazol-3-yl)-quinolin-7-yloxy]-acetic acid). Procedure details: To a solution of [4-(2-pyridin-2-yl-5,6-dihydro-4H-pyrrolo[1,2-b]pyrazol-3-yl)-quinolin-7-yloxy]-acetic acid ethyl ester (250 mg, 0.6 mmol) in methanol (4 mL) at room temperature is added 1 N lithium hydroxide (1.2 mL, 1.2 mmol). The mixture is heated at 60° C. for 4 h. The mixture is cooled to room temperature and concentrated in vacuo. The residue is taken up in water and acidified to pH=6 with 1 N hydrochloric acid. The aqueous solution is extracted with dichloromethane 5 times. The combined ... Run at temperature 60 celsius. As a reaction SMILES: C([O:3][C:4](=[O:31])[CH2:5][O:6][C:7]1[CH:16]=[C:15]2[C:10]([C:11]([C:17]3[C:21]([C:22]4[CH:27]=[CH:26][CH:25]=[CH:24][N:23]=4)=[N:20][N:19]4[CH2:28][CH2:29][CH2:30][C:18]=34)=[CH:12][CH:13]=[N:14]2)=[CH:9][CH:8]=1)C.[OH-].[Li+]>CO>[N:23]1[CH:24]=[CH:25][CH:26]=[CH:27][C:22]=1[C:21]1[C:17]([C:11]2[C:10]3[C:15](=[CH:16][C:7]([O:6][CH2:5][C:4]([OH:31])=[O:3])=[CH:8][CH:9]=3)[N:14]=[CH:13][CH:12]=2)=[C:18]2[CH2:30][CH2:29][CH2:28][N:19]2[N:20]=1 |f:1.2|. The solvent is CO (methanol). The reactants are C(C)OC(COC1=CC=C2C(=CC=NC2=C1)C1=C2N(N=C1C1=NC=CC=C1)CCC2)=O ([4-(2-pyridin-2-yl-5,6-dihydro-4H-pyrrolo[1,2-b]pyrazol-3-yl)-quinolin-7-yloxy]-acetic acid ethyl ester), [OH-].[Li+] (lithium hydroxide). The reactants are O[C@H](C)C1=CC=C(C(=O)OC)C=C1 ((R)-methyl 4-(1-hydroxyethyl)benzoate), C1(=CC=CC=C1)O (phenol), C1(=CC=CC=C1)P(C1=CC=CC=C1)C1=CC=CC=C1 (triphenylphosphine), N(=N\C(=O)OC(C)C)/C(=O)OC(C)C ((E)-diisopropyl diazene-1,2-dicarboxylate). The solvent is O1CCCC1 (tetrahydrofuran). Reaction conditions: time 1 hour. Product: O(C1=CC=CC=C1)[C@@H](C)C1=CC=C(C(=O)OC)C=C1 ((S)-methyl 4-(1-phenoxyethyl)benzoate). The yield is 80.0%. As a reaction SMILES: [OH:1][C@@H:2]([C:4]1[CH:13]=[CH:12][C:7]([C:8]([O:10][CH3:11])=[O:9])=[CH:6][CH:5]=1)[CH3:3].[C:14]1(O)[CH:19]=[CH:18][CH:17]=[CH:16][CH:15]=1.C1(P(C2C=CC=CC=2)C2C=CC=CC=2)C=CC=CC=1.N(/C(OC(C)C)=O)=N\C(OC(C)C)=O>O1CCCC1>[O:1]([C@H:2]([C:4]1[CH:13]=[CH:12][C:7]([C:8]([O:10][CH3:11])=[O:9])=[CH:6][CH:5]=1)[CH3:3])[C:14]1[CH:19]=[CH:18][CH:17]=[CH:16][CH:15]=1. Procedure: To a solution of (R)-methyl 4-(1-hydroxyethyl)benzoate (360 mg, 2 mmol) in anhydrous tetrahydrofuran (20 mL) was added phenol (188 mg, 2 mmol) and triphenylphosphine (524 mg, 2 mmol) at 0° C., then stirred for 1 hour, (E)-diisopropyl diazene-1,2-dicarboxylate (404 mg, 2 mmol) was added, then stirred at room temperature for 12 hours. The reaction mixture was concentrated in vacuo. The residue was purified by column chromatography (silica gel, dichloromethane/methanol=4:1) to give (S)-methyl 4-(1-...